Dataset: the Open Reaction Database (ORD), a public repository of structured organic reaction records. Task: describe an organic reaction: reactants, conditions, products, and yield The reactants are C1(=CC=CC=C1)S(=O)(=O)N1[C@@H](C(NC=C1)=O)CC#C ((R)-4-(benzenesulfonyl)-3-(prop-2-ynyl)-3,4-dihydropyrazin-2(1H)-one), COC(CNC([C@@H](CC#C)NS(=O)(=O)C1=CC=C(C=C1)OC)=O)OC ((R)-N-(2,2-dimethoxyethyl)-2-(4-methoxybenzenesulfonamido)pent-4-ynamide). Product: O(C)C1=CC=C(C=C1)S(=O)(=O)N1[C@@H](C(NC=C1)=O)CC#C ((R)-4-(4-methoxylbenzenesulfonyl)-3-(prop-2-ynyl)-3,4-dihydropyrazin-2(1H)-one). Reaction SMILES: C1(S(N2C=CNC(=O)[C@H]2CC#C)(=O)=O)C=CC=CC=1.CO[CH:22](OC)[CH2:23][NH:24][C:25](=[O:42])[C@H:26]([NH:30][S:31]([C:34]1[CH:39]=[CH:38][C:37]([O:40][CH3:41])=[CH:36][CH:35]=1)(=[O:33])=[O:32])[CH2:27][C:28]#[CH:29]>>[O:40]([C:37]1[CH:38]=[CH:39][C:34]([S:31]([N:30]2[CH:22]=[CH:23][NH:24][C:25](=[O:42])[C@H:26]2[CH2:27][C:28]#[CH:29])(=[O:33])=[O:32])=[CH:35][CH:36]=1)[CH3:41]. Reported procedure: Using the procedure described for compound 45, (R)-N-(2,2-dimethoxyethyl)-2-(4-methoxybenzenesulfonamido)pent-4-ynamide afforded the title compound as a tan solid. 1H NMR (300 MHz, DMSO-d6): δ 2.45 (m, 2H), 2.96 (s, 1H), 3.89 (s, 3H), 4.38 (t, 7.0 Hz, 1H), 5.98 (m, 2H), 7.09 (d, 8.3 Hz, 2H), 7.76 (d, 8.3 Hz, 2H), 9.65 (d, 5.4 Hz, 1H).